The task is: describe an organic reaction: reactants, conditions, products, and yield. This data is from the Open Reaction Database (ORD), a public repository of structured organic reaction records. Reactants: solution, Cl (hydrochloric acid), FC=1C=C(C[C@@H]([C@@H](CNC2(CC2)C2=CC(=CC=C2)C(F)(F)F)O)NC(=O)C=2C=3CCN(C(C3C=C(C2)C2=CC(=CC=C2)C#N)=O)C(CCC)CCC)C=C(C1)F (N-[(1S,2R)-1-(3,5-difluorobenzyl)-2-hydroxy-3-({1-[3-(trifluoromethyl)phenyl]cyclopropyl}amino)propyl]-7-(3-cyanophenyl)-1-oxo-2-(1-propylbutyl)-1,2,3,4-tetrahydroisoquinoline-5-carboxamide). The solvent is C(C)OCC (ethyl ether), C(C)OCC (ethyl ether). Conditions: temperature 20 celsius. Yields the product Cl.FC=1C=C(C[C@@H]([C@@H](CNC2(CC2)C2=CC(=CC=C2)C(F)(F)F)O)NC(=O)C=2C=3CCN(C(C3C=C(C2)C2=CC(=CC=C2)C#N)=O)C(CCC)CCC)C=C(C1)F (N-[(1S,2R)-1-(3,5-difluorobenzyl)-2-hydroxy-3-({1-[3-(trifluoromethyl)phenyl]cyclopropyl}amino)propyl]-7-(3-cyanophenyl)-1-oxo-2-(1-propylbutyl)-1,2,3,4-tetrahydroisoquinoline-5-carboxamide hydrochloride). As a reaction SMILES: [F:1][C:2]1[CH:3]=[C:4]([CH:53]=[C:54]([F:56])[CH:55]=1)[CH2:5][C@H:6]([NH:24][C:25]([C:27]1[C:28]2[CH2:29][CH2:30][N:31]([CH:46]([CH2:50][CH2:51][CH3:52])[CH2:47][CH2:48][CH3:49])[C:32](=[O:45])[C:33]=2[CH:34]=[C:35]([C:37]2[CH:42]=[CH:41][CH:40]=[C:39]([C:43]#[N:44])[CH:38]=2)[CH:36]=1)=[O:26])[C@H:7]([OH:23])[CH2:8][NH:9][C:10]1([C:13]2[CH:18]=[CH:17][CH:16]=[C:15]([C:19]([F:22])([F:21])[F:20])[CH:14]=2)[CH2:12][CH2:11]1.[ClH:57]>C(OCC)C>[ClH:57].[F:1][C:2]1[CH:3]=[C:4]([CH:53]=[C:54]([F:56])[CH:55]=1)[CH2:5][C@H:6]([NH:24][C:25]([C:27]1[C:28]2[CH2:29][CH2:30][N:31]([CH:46]([CH2:47][CH2:48][CH3:49])[CH2:50][CH2:51][CH3:52])[C:32](=[O:45])[C:33]=2[CH:34]=[C:35]([C:37]2[CH:42]=[CH:41][CH:40]=[C:39]([C:43]#[N:44])[CH:38]=2)[CH:36]=1)=[O:26])[C@H:7]([OH:23])[CH2:8][NH:9][C:10]1([C:13]2[CH:18]=[CH:17][CH:16]=[C:15]([C:19]([F:22])([F:21])[F:20])[CH:14]=2)[CH2:12][CH2:11]1 |f:3.4|. Reported procedure: 119 mg of N-[(1S,2R)-1-(3,5-difluorobenzyl)-2-hydroxy-3-({1-[3-(trifluoromethyl)phenyl]cyclopropyl}amino)propyl]-7-(3-cyanophenyl)-1-oxo-2-(1-propylbutyl)-1,2,3,4-tetrahydroisoquinoline-5-carboxamide are dissolved in 5 cm3 of ethyl ether. 0.3 cm3 of a 2N solution of hydrochloric acid in ethyl ether is added while stirring at a temperature of 20° C. The precipitate formed is filtered and dried under vacuum at a temperature of 35° C. 89 mg of N-[(1S,2R)-1-(3,5-difluorobenzyl)-2-hydroxy-3-({1-[3-(t...